This data is from the Open Reaction Database (ORD), a public repository of structured organic reaction records. The task is: describe an organic reaction: reactants, conditions, products, and yield The reactants are CC=1NC(CSC1C1C(=CN(C=C1)C(=O)OCC(Cl)(Cl)Cl)C=O)=O (5-methyl-6-[1-(2,2,2-trichloroethoxycarbonyl)-3-formyl-1,4-dihydro-4-pyridinyl]-2H-1,4-thiazin-3(4H)-one), [S] (sulfur). The solvent is C(Cl)(Cl)Cl.CO (chloroform methanol). Reaction conditions: temperature 160 celsius, time 3 hour. Yields the product CC=1NC(CSC1C1=C(C=NC=C1)C=O)=O (5-methyl-6-(3-formyl-4-pyridinyl)-2H-1,4-thiazin-3(4H)-one). The yield is 10.5%. Reaction SMILES: [CH3:1][C:2]1[NH:3][C:4](=[O:24])[CH2:5][S:6][C:7]=1[CH:8]1[CH:13]=[CH:12][N:11](C(OCC(Cl)(Cl)Cl)=O)[CH:10]=[C:9]1[CH:22]=[O:23].[S]>C(Cl)(Cl)Cl.CO>[CH3:1][C:2]1[NH:3][C:4](=[O:24])[CH2:5][S:6][C:7]=1[C:8]1[CH:13]=[CH:12][N:11]=[CH:10][C:9]=1[CH:22]=[O:23] |f:2.3,^3:24|. Reported procedure: A mixture of 5-methyl-6-[1-(2,2,2-trichloroethoxycarbonyl)-3-formyl-1,4-dihydro-4-pyridinyl]-2H-1,4-thiazin-3(4H)-one (0.5 g) and sulfur (2.5 g) was stirred at 160° C. for 3 hours. After cooling, the solid was ground and was extracted with methanol using Soxhlet extractor. Methanol was removed under reduced pressure. The residue was extracted with 40 ml of 2N hydrochloric acid. The insoluble matter was removed by filtration and the filtrate was washed with ether and the water phase was adjusted ... Reactants: [N+](=[N-])=C (diazomethane), O=C1C2=C(C=CC3=C1C=CC(=C3)C(=O)O)C=CC=C2 (5-oxo-5H-dibenzo[a,d]cycloheptene-2-carboxylic acid). Solvent: O1CCOCC1 (dioxane). Yields the product O=C1C2=C(C=CC3=C1C=CC(=C3)C(=O)OC)C=CC=C2 (methyl (5-oxo-5H-dibenzo[a,d]cyclohepten-2-yl)carboxylate). Reaction SMILES: [O:1]=[C:2]1[C:8]2[CH:9]=[CH:10][C:11]([C:13]([OH:15])=[O:14])=[CH:12][C:7]=2[CH:6]=[CH:5][C:4]2[CH:16]=[CH:17][CH:18]=[CH:19][C:3]1=2.[N+](=[CH2:22])=[N-]>O1CCOCC1>[O:1]=[C:2]1[C:8]2[CH:9]=[CH:10][C:11]([C:13]([O:15][CH3:22])=[O:14])=[CH:12][C:7]=2[CH:6]=[CH:5][C:4]2[CH:16]=[CH:17][CH:18]=[CH:19][C:3]1=2. Procedure details: 5.0 G. of 5-oxo-5H-dibenzo[a,d]cycloheptene-2-carboxylic acid (as prepared above) is suspended in 50 ml. of dioxane, added to excess ethereal diazomethane, and stirred until dissolution is complete. The solution is then evaporated to dryness to yield methyl (5-oxo-5H-dibenzo[a,d]cyclohepten-2-yl)carboxylate (m.p. 115°-116° C). The reactants are OO (H2O2), NS(=O)(=O)C=1C=C(C=CC1)NC1=NC=C(C(=N1)NC1=CC=C(C=C1)CC1=CC=NC=C1)F (N2-(3-Aminosulfonylphenyl)-5-fluoro-N4-[4-(4-pyridylmethyl)phenyl]-2,4-pyrimidinediamine), OO (H2O2). Reagents/catalysts: C[Re](=O)(=O)=O (methyltrioxorhenium (VII)). Solvent: C1CCOC1 (THF). Reaction conditions: time 24 hour. The product is NS(=O)(=O)C=1C=C(C=CC1)NC1=NC=C(C(=N1)NC1=CC=C(C=C1)CC1=CC=[N+](C=C1)[O-])F (N2-(3-Aminosulfonylphenyl)-5-fluoro-N4-[4-(1-oxido-4-pyridylmethyl)phenyl]-2,4-pyrimidinediamine). As a reaction SMILES: [NH2:1][S:2]([C:5]1[CH:6]=[C:7]([NH:11][C:12]2[N:17]=[C:16]([NH:18][C:19]3[CH:24]=[CH:23][C:22]([CH2:25][C:26]4[CH:31]=[CH:30][N:29]=[CH:28][CH:27]=4)=[CH:21][CH:20]=3)[C:15]([F:32])=[CH:14][N:13]=2)[CH:8]=[CH:9][CH:10]=1)(=[O:4])=[O:3].[OH:33]O>C1COCC1.C[Re](=O)(=O)=O>[NH2:1][S:2]([C:5]1[CH:6]=[C:7]([NH:11][C:12]2[N:17]=[C:16]([NH:18][C:19]3[CH:20]=[CH:21][C:22]([CH2:25][C:26]4[CH:31]=[CH:30][N+:29]([O-:33])=[CH:28][CH:27]=4)=[CH:23][CH:24]=3)[C:15]([F:32])=[CH:14][N:13]=2)[CH:8]=[CH:9][CH:10]=1)(=[O:4])=[O:3]. Procedure: A mixture of N2-(3-Aminosulfonylphenyl)-5-fluoro-N4-[4-(4-pyridylmethyl)phenyl]-2,4-pyrimidinediamine (50 mg) and methyltrioxorhenium (VII) (5 mg) in THF (15 mL) was treated with 30% aq. H2O2 (23 μL). After 24 h stirring, 30% aq. H2O2 (23 μL) was added and stirred for 24 h. The reaction mixture was filtered through Celite, washed the bed with methanol and concentrated. The residue was purified by HPLC yielded 10 mg of desired product. 1H NMR (DMSO d6, 300 MHz): δ 9.47 (s, 1H), 9.35 (s, 1H), 8.10... The reactants are C(C)(=O)O[BH-](OC(C)=O)OC(C)=O.[Na+] (Sodium triacetoxyborohydride), Cl.Cl.C(C1=CC=CC=C1)(C1=CC=CC=C1)C1NCCNC1 (2-benzhydrylpiperazine dihydrochloride), C(C)(C)N(C(C)C)CC (N,N-diisopropylethylamine), COC1=C(C=O)C=C(C=C1)N1N=NN=C1C(F)(F)F (2-methoxy-5-[5-(trifluoromethyl)tetrazol-1-yl]benzaldehyde). Reagents/catalysts: C(C)(=O)O (acetic acid). The solvent is ClCCl (dichloromethane). Reaction conditions: time 8 hour. The product is Cl.Cl.C(C1=CC=CC=C1)(C1=CC=CC=C1)C1CN(CCN1)CC1=C(C=CC(=C1)N1N=NN=C1C(F)(F)F)OC (3-benzhydryl-1-[2-methoxy-5-[5-(trifluoromethyl)-1H-tetrazol-1-yl]benzyl]piperazine dihydrochloride). The yield is 84.8%. As a reaction SMILES: C(O[BH-](OC(=O)C)OC(=O)C)(=O)C.[Na+].[ClH:15].Cl.[CH:17]([CH:30]1[CH2:35][NH:34][CH2:33][CH2:32][NH:31]1)([C:24]1[CH:29]=[CH:28][CH:27]=[CH:26][CH:25]=1)[C:18]1[CH:23]=[CH:22][CH:21]=[CH:20][CH:19]=1.C(N(CC)C(C)C)(C)C.[CH3:45][O:46][C:47]1[CH:54]=[CH:53][C:52]([N:55]2[C:59]([C:60]([F:63])([F:62])[F:61])=[N:58][N:57]=[N:56]2)=[CH:51][C:48]=1[CH:49]=O>ClCCl.C(O)(=O)C>[ClH:15].[ClH:15].[CH:17]([CH:30]1[NH:31][CH2:32][CH2:33][N:34]([CH2:49][C:48]2[CH:51]=[C:52]([N:55]3[C:59]([C:60]([F:63])([F:62])[F:61])=[N:58][N:57]=[N:56]3)[CH:53]=[CH:54][C:47]=2[O:46][CH3:45])[CH2:35]1)([C:24]1[CH:29]=[CH:28][CH:27]=[CH:26][CH:25]=1)[C:18]1[CH:19]=[CH:20][CH:21]=[CH:22][CH:23]=1 |f:0.1,2.3.4,9.10.11|. Reported procedure: Sodium triacetoxyborohydride (127 mg) was added portionwise to a mixture of 2-benzhydrylpiperazine dihydrochloride (97.6 mg), N,N-diisopropylethylamine (0.104 ml) and 2-methoxy-5-[5-(trifluoromethyl)tetrazol-1-yl]benzaldehyde (61.2 mg) in a mixture of dichloromethane (5 ml) and acetic acid (1 drop) at 0° C. and the whole was stirred at 5° C.˜room temperature overnight. The mixture was partitioned between ethyl acetate and 2N sodium hydroxide. The organic layer was separated, washed with brine, d... Starting materials: C(CCC)(=O)C1C(CC(CC1=O)CCSC)=O (2- butyryl-5-(2-methylthioethyl)-cyclohexane-1,3-dione), C(C=C)ON (allyloxyamine). Solvent: C(C)O (ethanol). The product is C(C=C)ONC(CCC)=C1C(CC(CC1=O)CCSC)=O (2-(1-allyloxyaminobutylidene)-5-(2-methylthioethyl)-cyclohexane-1,3-dione). Yield: 95.0%. As a reaction SMILES: [C:1]([CH:6]1[C:11](=[O:12])[CH2:10][CH:9]([CH2:13][CH2:14][S:15][CH3:16])[CH2:8][C:7]1=[O:17])(=O)[CH2:2][CH2:3][CH3:4].[CH2:18]([O:21][NH2:22])[CH:19]=[CH2:20]>C(O)C>[CH2:18]([O:21][NH:22][C:1](=[C:6]1[C:11](=[O:12])[CH2:10][CH:9]([CH2:13][CH2:14][S:15][CH3:16])[CH2:8][C:7]1=[O:17])[CH2:2][CH2:3][CH3:4])[CH:19]=[CH2:20]. Procedure details: 2.6 g of 2- butyryl-5-(2-methylthioethyl)-cyclohexane-1,3-dione was allowed to react with 0.8 g of allyloxyamine at room temperature for 10 hours in 20 ml of ethanol. After completion of the reaction, the resulting reaction solution was treated as in Example 1 to obtain 3 g of the desired compound as colorless oily material. nD27 1.5402 Reactants: C(C(=O)C)(=O)O (pyruvic acid), ClC1=C(CNC(=S)NN)C=C(C=C1)F (N-(2-chloro-5-fluorobenzyl)hydrazinecarbothioamide), CO (methanol), OS(=O)(=O)O (H2SO4). Yields the product ClC1=C(CNC(=S)NN=C(C(=O)OC)C)C=C(C=C1)F (Methyl 2-(2-(2-chloro-5-fluorobenzylcarbamothioyl)hydrazono)propanoate). RXN SMILES: [C:1]([OH:6])(=[O:5])[C:2]([CH3:4])=O.[Cl:7][C:8]1[CH:19]=[CH:18][C:17]([F:20])=[CH:16][C:9]=1[CH2:10][NH:11][C:12]([NH:14][NH2:15])=[S:13].OS(O)(=O)=O.[CH3:26]O>>[Cl:7][C:8]1[CH:19]=[CH:18][C:17]([F:20])=[CH:16][C:9]=1[CH2:10][NH:11][C:12]([NH:14][N:15]=[C:2]([CH3:4])[C:1]([O:6][CH3:26])=[O:5])=[S:13]. Reported procedure: To a solution of pyruvic acid (5.63 g, 64.0 mmol) in methanol (150 mL) was added N-(2-chloro-5-fluorobenzyl)hydrazinecarbothioamide (27, 14.9 g, 64.0 mmol) followed by cone. H2SO4 (3 mL) The mixture was heated at reflux for 15 h. Most of the solvent was evaporated. The resulting residue was taken into EtOAc (500 mL), washed with water, saturated NaHCO3 and brine, dried over MgSO4, and concentrated to give methyl 2-(2-(2-chloro-5-fluorobenzylcarbamothioyl)hydrazono)propanoate (28). MS: m/z, 318 (... The reactants are C(C1=CC=CC=C1)(=O)N=C=S (benzoyl isothiocyanate), FC(C=1C=C(C=CC1)C1=CCNC=2N1N=CC2C(=O)N)(F)F (4,5-Dihydro-7-[3-(trifluoromethyl)phenyl]pyrazolo [1,5-a]pyrimidine-3-carboxamide), C(C1=CC=CC=C1)(=O)N=C=S (benzoyl isothiocyanate). Run in CC(=O)C (acetone), CC(=O)C (acetone). Yields the product C(C1=CC=CC=C1)(=O)NC(N1C=2N(C(=CC1)C1=CC(=CC=C1)C(F)(F)F)N=CC2C(=O)N)=S (4-[(benzoylamino)thioxomethyl]-4,5-dihydro-7-[3-(trifluoromethyl)phenyl]pyrazolo[1,5-a]pyrimidine-3-carboxamide). As a reaction SMILES: [F:1][C:2]([F:22])([F:21])[C:3]1[CH:4]=[C:5]([C:9]2[N:14]3[N:15]=[CH:16][C:17]([C:18]([NH2:20])=[O:19])=[C:13]3[NH:12][CH2:11][CH:10]=2)[CH:6]=[CH:7][CH:8]=1.[C:23]([N:31]=[C:32]=[S:33])(=[O:30])[C:24]1[CH:29]=[CH:28][CH:27]=[CH:26][CH:25]=1>CC(C)=O>[C:23]([NH:31][C:32](=[S:33])[N:12]1[CH2:11][CH:10]=[C:9]([C:5]2[CH:6]=[CH:7][CH:8]=[C:3]([C:2]([F:21])([F:1])[F:22])[CH:4]=2)[N:14]2[N:15]=[CH:16][C:17]([C:18]([NH2:20])=[O:19])=[C:13]12)(=[O:30])[C:24]1[CH:29]=[CH:28][CH:27]=[CH:26][CH:25]=1. Reported procedure: To a stirred solution of 3.08 g of 4,5-dihydro-7-[3-(trifluoromethyl)phenyl]pyrazolo[1,5-a]pyrimidine-3-carboxamide (Example 4) in 30 ml of dry acetone, under nitrogen was added 1.5 ml of benzoyl isothiocyanate in 5 ml of dry acetone. The mixture was heated at reflux for 3 hours, then an additional 4.5 ml of benzoyl isothiocyanate was added and the mixture was heated at reflux for 16 hours. The mixture was cooled to room temperature and the solid precipitate that had formed was collected by filt...